This data is from the Open Reaction Database (ORD), a public repository of structured organic reaction records. The task is: describe an organic reaction: reactants, conditions, products, and yield Starting materials: NC1=C(C(=O)O)C=C(C=C1)Cl (2-amino-5-chlorobenzoic acid), CNC=O (n-methylformamide). The solvent is O (water). Reaction conditions: temperature 180 celsius. Product: ClC=1C=C2C(N(C=NC2=CC1)C)=O (6-chloro-3-methylquinazolin-4(3H)-one). Yield: 65.0%. RXN SMILES: [NH2:1][C:2]1[CH:10]=[CH:9][C:8]([Cl:11])=[CH:7][C:3]=1[C:4](O)=[O:5].[CH3:12][NH:13][CH:14]=O>O>[Cl:11][C:8]1[CH:7]=[C:3]2[C:2](=[CH:10][CH:9]=1)[N:1]=[CH:12][N:13]([CH3:14])[C:4]2=[O:5]. Procedure: 2-amino-5-chlorobenzoic acid 27 (12.5 g, 73 mmol) was placed in a 250 mL beaker containing n-methylformamide (125 mL). A condenser was utilized and the reaction was heated overnight at 180° C. The reaction was complete the next morning and allowed to cool to room temperature for 1 hr and then poured into 500 mL of water and extracted three times with 250 mL of ethyl acetate. The organic phase was then washed with an additional 1 liter of water and concentrated under vacuum to yield 6-chloro-3-me... Starting materials: COC(=O)C(NCc1ccccc1)c1ccccc1, ClCCl, O=C(Cl)c1ccc([N+](=O)[O-])cc1, c1ccncc1. Yields the product COC(=O)C(c1ccccc1)N(Cc1ccccc1)C(=O)c1ccc([N+](=O)[O-])cc1. Reaction SMILES: [CH2:1]([c:2]1[cH:3][cH:4][cH:5][cH:6][cH:7]1)[NH:8][CH:9]([C:10](=[O:11])[O:12][CH3:13])[c:14]1[cH:15][cH:16][cH:17][cH:18][cH:19]1.[Cl:38][CH2:39][Cl:40].[N+:26](=[O:27])([O-:28])[c:29]1[cH:30][cH:31][c:32]([C:33](=[O:34])[Cl:35])[cH:36][cH:37]1.[cH:20]1[cH:21][cH:22][n:23][cH:24][cH:25]1>>[CH2:1]([c:2]1[cH:3][cH:4][cH:5][cH:6][cH:7]1)[N:8]([CH:9]([C:10](=[O:11])[O:12][CH3:13])[c:14]1[cH:15][cH:16][cH:17][cH:18][cH:19]1)[C:33]([c:32]1[cH:31][cH:30][c:29]([N+:26](=[O:27])[O-:28])[cH:37][cH:36]1)=[O:34]. Reported procedure: In the manner given in Example 13 but using dipropylsulfamoyl chloride in place of dimethylsulfamoyl chloride and [[4-[[7-chloro-4-quinolinyl]-amino]phenyl]sulfonyl]piperazine in place of [[4-[(7-trifluoromethyl-4-quinolinyl)amino]phenyl]-sulfonyl]piperazine, 1-[(dipropylamino)sulfonyl]-4-[[4-[[7-chloro-4-quinolinyl]amino]phenyl]sulfonyl]-piperazine is obtained. The product is C(CC)N(S(=O)(=O)N1CCN(CC1)S(=O)(=O)C1=CC=C(C=C1)NC1=CC=NC2=CC(=CC=C12)Cl)CCC (1-[(dipropylamino)sulfonyl]-4-[[4-[[7-chloro-4-quinolinyl]amino]phenyl]sulfonyl]-piperazine). RXN SMILES: [CH2:1]([N:4]([CH2:9][CH2:10][CH3:11])[S:5](Cl)(=[O:7])=[O:6])[CH2:2][CH3:3].[Cl:12][C:13]1[CH:22]=[C:21]2[C:16]([C:17]([NH:23][C:24]3[CH:29]=[CH:28][C:27]([S:30]([N:33]4[CH2:38][CH2:37][NH:36][CH2:35][CH2:34]4)(=[O:32])=[O:31])=[CH:26][CH:25]=3)=[CH:18][CH:19]=[N:20]2)=[CH:15][CH:14]=1>>[CH2:1]([N:4]([CH2:9][CH2:10][CH3:11])[S:5]([N:36]1[CH2:37][CH2:38][N:33]([S:30]([C:27]2[CH:28]=[CH:29][C:24]([NH:23][C:17]3[C:16]4[C:21](=[CH:22][C:13]([Cl:12])=[CH:14][CH:15]=4)[N:20]=[CH:19][CH:18]=3)=[CH:25][CH:26]=2)(=[O:31])=[O:32])[CH2:34][CH2:35]1)(=[O:7])=[O:6])[CH2:2][CH3:3]. Reactants: C(CC)N(S(=O)(=O)Cl)CCC (dipropylsulfamoyl chloride), ClC1=CC=C2C(=CC=NC2=C1)NC1=CC=C(C=C1)S(=O)(=O)N1CCNCC1 ([[4-[[7-chloro-4-quinolinyl]-amino]phenyl]sulfonyl]piperazine). Starting materials: CCOC(=O)CBr, Cc1cc(N2CCCC2)c2ccc(O)cc2n1, CN(C)C=O, [H-], [Na+], [Na+], O=C([O-])O. Yields the product CCOC(=O)COc1ccc2c(N3CCCC3)cc(C)nc2c1. RXN SMILES: [Br:20][CH2:21][C:22](=[O:23])[O:24][CH2:25][CH3:26].[CH3:1][c:2]1[n:3][c:4]2[cH:5][c:6]([OH:17])[cH:7][cH:8][c:9]2[c:10]([N:12]2[CH2:13][CH2:14][CH2:15][CH2:16]2)[cH:11]1.[CH3:32][N:33]([CH3:34])[CH:35]=[O:36].[H-:18].[Na+:19].[Na+:31].[O-:27][C:28]([OH:29])=[O:30]>>[CH3:1][c:2]1[n:3][c:4]2[cH:5][c:6]([O:17][CH2:21][C:22](=[O:23])[O:24][CH2:25][CH3:26])[cH:7][cH:8][c:9]2[c:10]([N:12]2[CH2:13][CH2:14][CH2:15][CH2:16]2)[cH:11]1. The reactants are CC1=C(C=2C(=NC(=C(C2C2=CC=C(C=C2)C)CC(=O)OC)C)S1)C (methyl 2-(2,3,6-trimethyl-4-p-tolylthieno[2,3-b]pyridin-5-yl)acetate), [O-2].[Li+].[Li+] (lithium oxide), Cl (HCl). The solvent is O1CCOCC1 (dioxane), O (water). Conditions: temperature 60 celsius. Product: CC1=C(C=2C(=NC(=C(C2C2=CC=C(C=C2)C)CC(=O)O)C)S1)C (2-(2,3,6-Trimethyl-4-p-tolylthieno[2,3-b]pyridin-5-yl)acetic acid). The yield is 36.3%. As a reaction SMILES: [CH3:1][C:2]1[S:23][C:5]2=[N:6][C:7]([CH3:22])=[C:8]([CH2:17][C:18]([O:20]C)=[O:19])[C:9]([C:10]3[CH:15]=[CH:14][C:13]([CH3:16])=[CH:12][CH:11]=3)=[C:4]2[C:3]=1[CH3:24].[O-2].[Li+].[Li+].Cl>O1CCOCC1.O>[CH3:1][C:2]1[S:23][C:5]2=[N:6][C:7]([CH3:22])=[C:8]([CH2:17][C:18]([OH:20])=[O:19])[C:9]([C:10]3[CH:11]=[CH:12][C:13]([CH3:16])=[CH:14][CH:15]=3)=[C:4]2[C:3]=1[CH3:24] |f:1.2.3|. Reported procedure: To a solution of methyl 2-(2,3,6-trimethyl-4-p-tolylthieno[2,3-b]pyridin-5-yl)acetate (0.049 g; 0.144 mmol) in dioxane (3.5 mL) and water (0.9 mL) was added a 1N lithium oxide solution (0.9 mL; 0.90 mmol). The reaction mixture was heated at 60° C. for 2 h. After cooling to room temperature, the reaction mixture was acidified with 1N HCl (pH˜2) and partially concentrated under reduced pressure. The residue was partitioned between ethyl acetate and water. The organic layer was washed with brine, d... The reactants are Cl.COC(=O)[C@H]1NCCC1 ((S)-pyrrolidine-2-carboxylic acid methyl ester, hydrochloride salt), ClC=1OC2=C(N1)C=CC=C2 (2-chlorobenzoxazole). Solvent: C(Cl)Cl (CH2Cl2). Conditions: temperature 120 celsius. The product is O1C(=NC2=C1C=CC=C2)N2[C@@H](CCC2)C(=O)OC ((S)-1-benzooxazol-2-yl-pyrrolidine-2-carboxylic acid, methyl ester). Isolated yield 93.0%. RXN SMILES: Cl.[CH3:2][O:3][C:4]([C@@H:6]1[CH2:10][CH2:9][CH2:8][NH:7]1)=[O:5].Cl[C:12]1[O:13][C:14]2[CH:20]=[CH:19][CH:18]=[CH:17][C:15]=2[N:16]=1>C(Cl)Cl>[O:13]1[C:14]2[CH:20]=[CH:19][CH:18]=[CH:17][C:15]=2[N:16]=[C:12]1[N:7]1[CH2:8][CH2:9][CH2:10][C@H:6]1[C:4]([O:3][CH3:2])=[O:5] |f:0.1|. Reported procedure: A mixture of 1.66 G (S)-pyrrolidine-2-carboxylic acid methyl ester, hydrochloride salt and 1.15 mL of 2-chlorobenzoxazole in 6 mL CH2Cl2 was subjected to microwave heating at 120° C. for 0.5 h. Solvent was evaporated. Purification by chromatography (SiO2, EtOAc/heptane) provided 2.283 g (93% yield) of (S)-1-benzooxazol-2-yl-pyrrolidine-2-carboxylic acid, methyl ester as a waxy white solid, m/z 247.16 (MH+). A mixture of 2.0 g of (S)-1-benzooxazol-2-yl-pyrrolidine-2-carboxylic acid, methyl ester ... Product: CC(C)c1csc(Cc2cc3c(cc2F)c(=O)c(C(=O)O)c(N2CCOCC2)n3C2CC2)n1. Starting materials: [Al+3], CSC, ClC(Cl)Cl, CCOC(=O)c1c(N2CCOCC2)n(C2CC2)c2cc(Cc3nc(C(C)C)cs3)c(F)cc2c1=O, [Cl-], [Cl-], [Cl-], ClCCCl. As a reaction SMILES: [Al+3:2].[CH3:5][S:6][CH3:7].[CH:47]([Cl:48])([Cl:49])[Cl:50].[CH:8]1([n:11]2[c:12]([N:37]3[CH2:38][CH2:39][O:40][CH2:41][CH2:42]3)[c:13]([C:32](=[O:33])[O:34][CH2:35][CH3:36])[c:14](=[O:31])[c:15]3[cH:16][c:17]([F:30])[c:18]([CH2:21][c:22]4[s:23][cH:24][c:25]([CH:27]([CH3:28])[CH3:29])[n:26]4)[cH:19][c:20]23)[CH2:9][CH2:10]1.[Cl-:1].[Cl-:3].[Cl-:4].[Cl:43][CH2:44][CH2:45][Cl:46]>>[CH:8]1([n:11]2[c:12]([N:37]3[CH2:38][CH2:39][O:40][CH2:41][CH2:42]3)[c:13]([C:32](=[O:33])[OH:34])[c:14](=[O:31])[c:15]3[cH:16][c:17]([F:30])[c:18]([CH2:21][c:22]4[s:23][cH:24][c:25]([CH:27]([CH3:28])[CH3:29])[n:26]4)[cH:19][c:20]23)[CH2:9][CH2:10]1.